The task is: describe an organic reaction: reactants, conditions, products, and yield. This data is from the Open Reaction Database (ORD), a public repository of structured organic reaction records. The reactants are [F-].[U+2](=O)=O.[F-] (uranyl fluoride), F (hydrogen fluoride). The solvent is O (water), O (water). Yields the product [O-2].[O-2].[O-2].[O-2].[O-2].[O-2].[O-2].[O-2].[U+6].[U+6].[U+6] (triuranium octoxide). As a reaction SMILES: F.[F-].[U+2:3](=O)=[O:4].[F-]>O>[O-2:4].[O-2:4].[O-2:4].[O-2:4].[O-2:4].[O-2:4].[O-2:4].[O-2:4].[U+6:3].[U+6:3].[U+6:3] |f:1.2.3,5.6.7.8.9.10.11.12.13.14.15|. Procedure: A method is provided for recovering an anhydrous hydrogen fluoride product from uranium hexafluoride gas by initially reacting the uranium hexafluoride in a primary reactor with steam to produce a uranyl fluoride intermediate and a gaseous mixture of hydrogen fluoride and water. The uranyl fluoride intermediate is fed to a secondary reactor and reacted with water to produce a triuranium octoxide product for disposal, and a gaseous mixture of water, hydrogen fluoride and oxygen. The two mixtures ... Starting materials: O (Water), BrC1=CC=C(C=C1)OC (p-bromoanisole), CC(CCN1N=CC(=C1)B1OC(C(O1)(C)C)(C)C)C (1-(3-methylbutyl)-4-(4,4,5,5-tetramethyl-1,3,2-dioxaborolan-2-yl)-1H-pyrazole), C([O-])([O-])=O.[K+].[K+] (potassium carbonate). Reagents/catalysts: C1=CC=C(C=C1)P(C2=CC=CC=C2)[C]3[CH][CH][CH][CH]3.C1=CC=C(C=C1)P(C2=CC=CC=C2)[C]3[CH][CH][CH][CH]3.Cl[Pd]Cl.[Fe] ([1,1-bis(diphenylphosphino)ferrocene]dichloropalladium (II)). Solvent: O1CCCC1 (tetrahydrofuran). Conditions: time 15 minute. Yields the product COC1=CC=C(C=C1)C=1C=NN(C1)CCC(C)C (4-(4-Methoxyphenyl)-1-(3-methylbutyl)-1H-pyrazole). Isolated yield 127.4%. RXN SMILES: Br[C:2]1[CH:7]=[CH:6][C:5]([O:8][CH3:9])=[CH:4][CH:3]=1.[CH3:10][CH:11]([CH3:28])[CH2:12][CH2:13][N:14]1[CH:18]=[C:17](B2OC(C)(C)C(C)(C)O2)[CH:16]=[N:15]1.C(=O)([O-])[O-].[K+].[K+].O>O1CCCC1.C1C=CC(P([C]2[CH][CH][CH][CH]2)C2C=CC=CC=2)=CC=1.C1C=CC(P([C]2[CH][CH][CH][CH]2)C2C=CC=CC=2)=CC=1.Cl[Pd]Cl.[Fe]>[CH3:9][O:8][C:5]1[CH:6]=[CH:7][C:2]([C:17]2[CH:16]=[N:15][N:14]([CH2:13][CH2:12][CH:11]([CH3:28])[CH3:10])[CH:18]=2)=[CH:3][CH:4]=1 |f:2.3.4,7.8.9.10,^1:45,46,47,48,49,63,64,65,66,67|. Reported procedure: To p-bromoanisole (0.25 g, 1.33 mmol) was added a solution of 1-(3-methylbutyl)-4-(4,4,5,5-tetramethyl-1,3,2-dioxaborolan-2-yl)-1H-pyrazole (0.41 g, 1.55 mmol) in tetrahydrofuran (10 ml), potassium carbonate (0.29 g, 2.1 mmol) and [1,1-bis(diphenylphosphino)ferrocene]dichloropalladium (II) (12 mg, 0.023 mmol) and the mixture refluxed under nitrogen for 17 h. Water (50 ml) was added to the reaction mixture and stirring continued at RT for 15 min followed by extraction with ether (2×50 ml), drying... Reported procedure: 100 mg (0.5 mmol) (RS)—S-(4-nitrophenyl)-S-methylsulphoximide in 4 ml dimethylformamide are treated at room temperature with 23.97 mg sodium hydride (55%, 0.55 mmol). The mixture is stirred for 30 minutes at room temperature and for 30 minutes at 50° C. After cooling to room temperature 0.063 ml (0.55 mmol) 4-morpholinylcarbonyl chloride are added. The mixture is stirred for 30 minutes at room temperature and for 2 hours at 50° C. and finally quenched with methanol. After chromatographic purific... The reactants are [N+](=O)([O-])C1=CC=C(C=C1)S(=O)(=N)C ((RS)—S-(4-nitrophenyl)-S-methylsulphoximide), [H-].[Na+] (sodium hydride), N1(CCOCC1)C(=O)Cl (4-morpholinylcarbonyl chloride). Product: [N+](=O)([O-])C1=CC=C(C=C1)S(=O)(=NC(=O)N1CCOCC1)C ((RS)—S-(4-nitrophenyl)-N-(morpholine-4-carbonyl)-S-methylsulfoximide). Reaction SMILES: [N+:1]([C:4]1[CH:9]=[CH:8][C:7]([S:10]([CH3:13])(=[NH:12])=[O:11])=[CH:6][CH:5]=1)([O-:3])=[O:2].[H-].[Na+].[N:16]1([C:22](Cl)=[O:23])[CH2:21][CH2:20][O:19][CH2:18][CH2:17]1>CN(C)C=O>[N+:1]([C:4]1[CH:5]=[CH:6][C:7]([S:10]([CH3:13])(=[N:12][C:22]([N:16]2[CH2:21][CH2:20][O:19][CH2:18][CH2:17]2)=[O:23])=[O:11])=[CH:8][CH:9]=1)([O-:3])=[O:2] |f:1.2|. The solvent is CN(C=O)C (dimethylformamide). Reaction conditions: temperature 50 celsius, time 30 minute. Starting materials: C(#N)C=1C=C(C=C(C1)F)[C@@H]1N(C[C@H](C1)F)C(=O)OC(C)(C)C ((2R,4S)-tert-butyl 2-(3-cyano-5-fluorophenyl)-4-fluoropyrrolidine-1-carboxylate), C(=O)(C(F)(F)F)O (TFA). Run in C(Cl)Cl (DCM). Conditions: time 2 hour. Product: FC=1C=C(C#N)C=C(C1)[C@@H]1NC[C@H](C1)F (3-fluoro-5-((2R,4S)-4-fluoropyrrolidin-2-yl)benzonitrile). RXN SMILES: [C:1]([C:3]1[CH:4]=[C:5]([C@H:10]2[CH2:14][C@H:13]([F:15])[CH2:12][N:11]2C(OC(C)(C)C)=O)[CH:6]=[C:7]([F:9])[CH:8]=1)#[N:2].C(O)(C(F)(F)F)=O>C(Cl)Cl>[F:9][C:7]1[CH:8]=[C:3]([CH:4]=[C:5]([C@H:10]2[CH2:14][C@H:13]([F:15])[CH2:12][NH:11]2)[CH:6]=1)[C:1]#[N:2]. Procedure details: To a solution of (2R,4S)-tert-butyl 2-(3-cyano-5-fluorophenyl)-4-fluoropyrrolidine-1-carboxylate (I-14) (0.6 g, 1.95 mmol) in DCM (2 mL) at room temperature was added TFA (2 mL). The mixture was stirred at room temperature for 2 hours. All the solvents were removed under reduced pressure. The crude was diluted with EtOAc, washed with aqueous NaHCO3 and brine, dried over sodium sulfate, filtered and concentrated to yield 3-fluoro-5-((2R,4S)-4-fluoropyrrolidin-2-yl)benzonitrile (I-15). 1H NMR (400...